From a dataset of the Open Reaction Database (ORD), a public repository of structured organic reaction records. describe an organic reaction: reactants, conditions, products, and yield The reactants are C(C)(=O)SCC=1N=NN(N1)C (5-acetylmercaptomethyl-2-methyltetrazole), COS(=O)(=O)C(F)(F)F (methyltriflate), OP(=O)(O)[O-].[K+] (KH2PO4), [OH-].[Na+] (sodium hydroxide). The product is FC(S(=O)(=O)[O-])(F)F.SCC1=NN(N=[N+]1C)C (5-Mercaptomethyl-1,3-dimethyltetrazolium trifluoromethanesulfonate). RXN SMILES: C([S:4][CH2:5][C:6]1[N:7]=[N:8][N:9]([CH3:11])[N:10]=1)(=O)C.[CH3:12][O:13][S:14]([C:17]([F:20])([F:19])[F:18])(=[O:16])=[O:15].[OH-].[Na+].OP([O-])(O)=O.[K+]>ClCCl.O=O.O>[F:18][C:17]([F:20])([F:19])[S:14]([O-:16])(=[O:15])=[O:13].[SH:4][CH2:5][C:6]1[N+:7]([CH3:12])=[N:8][N:9]([CH3:11])[N:10]=1 |f:2.3,4.5,9.10|. Procedure: A solution of 5-acetylmercaptomethyl-2-methyltetrazole (0.400 g, 2.32 mmol) in dry dichloromethane (3 mL) was treated with methyltriflate (0.76 g, 4.64 mmol) and stirred at 22° C. for 16 h. Evaporation of the solvent under vacuum gave a red oil. This salt was dissolved in cold oxygen-free water (5 mL) and treated with 4M sodium hydroxide (0.8 mL, 3.2 mmol). The mixture was stirred at 0° C. for 40 min, diluted with water (7 mL), and the pH was adjusted to 7.3 with saturated KH2PO4. The clear resu... The solvent is ClCCl (dichloromethane), O (water), O=O (oxygen). Conditions: temperature 22 celsius, time 16 hour. Reactants: ClC1=CC(=CC=C1)C(=O)OO (m-chloroperbenzoic acid), CN(C)C(CCCSC)C1(CCC1)C1=CC=C(C=C1)Cl (N,N-dimethyl-1-[1-(4-chlorophenyl)cyclobutyl]-4-methylthiobutylamine). The solvent is Cl (hydrochloric acid), ClCCl (dichloromethane), petroleum ether, ClCCl (dichloromethane). Reaction conditions: temperature 0 celsius, time 2 hour. The product is CN(C)C(CCCS(=O)C)C1(CCC1)C1=CC=C(C=C1)Cl (N,N-dimethyl-1-[1-(4-chlorophenyl)-cyclobutyl]-4-methylsulphinylbutylamine). RXN SMILES: ClC1C=CC=C(C(OO)=[O:9])C=1.[CH3:12][N:13]([CH:15]([C:21]1([C:25]2[CH:30]=[CH:29][C:28]([Cl:31])=[CH:27][CH:26]=2)[CH2:24][CH2:23][CH2:22]1)[CH2:16][CH2:17][CH2:18][S:19][CH3:20])[CH3:14]>ClCCl.Cl>[CH3:12][N:13]([CH:15]([C:21]1([C:25]2[CH:26]=[CH:27][C:28]([Cl:31])=[CH:29][CH:30]=2)[CH2:24][CH2:23][CH2:22]1)[CH2:16][CH2:17][CH2:18][S:19]([CH3:20])=[O:9])[CH3:14]. Procedure details: A solution of m-chloroperbenzoic acid (1.75 g) in dichloromethane (50 ml) was added over 30 minutes to a stirred solution of N,N-dimethyl-1-[1-(4-chlorophenyl)cyclobutyl]-4-methylthiobutylamine (2.4 g prepared in a similar manner to that described in Example 187) in dichloromethane (50 ml) at 0° C. The mixture was stirred at 0° C. for 11/2 hours and then kept at <5° C. overnight. The resulting solution was washed with 2N sodium hydroxide solution then brine and then dried and evaporated to give ... Starting materials: FC(C(=O)OC(C(F)(F)F)=O)(F)F (trifluoroacetic anhydride), ClC=1C=CC2=C(C(N(CC=3N2C=NC3C(=O)N)C)=O)C1 (8-chloro-5-methyl-6-oxo-5,6-dihydro-4H-imidazo[1,5-a][1,4]benzodiazepine-3-carboxamide), O (water). The solvent is O1CCOCC1 (dioxan), N1=CC=CC=C1 (pyridine). Conditions: time 4 hour. The product is ClC=1C=CC2=C(C(N(CC=3N2C=NC3C#N)C)=O)C1 (8-chloro-5-methyl-6-oxo-5,6-dihydro-4H-imidazo[1,5-a][1,4]benzodiazepine-3-carbonitrile). Yield: 88.2%. RXN SMILES: FC(F)(F)C(OC(=O)C(F)(F)F)=O.[Cl:14][C:15]1[CH:16]=[CH:17][C:18]2[N:24]3[CH:25]=[N:26][C:27]([C:28]([NH2:30])=O)=[C:23]3[CH2:22][N:21]([CH3:31])[C:20](=[O:32])[C:19]=2[CH:33]=1.O>O1CCOCC1.N1C=CC=CC=1>[Cl:14][C:15]1[CH:16]=[CH:17][C:18]2[N:24]3[CH:25]=[N:26][C:27]([C:28]#[N:30])=[C:23]3[CH2:22][N:21]([CH3:31])[C:20](=[O:32])[C:19]=2[CH:33]=1. Reported procedure: 1.85 ml (13.4 mmol) of trifluoroacetic anhydride were added dropwise at <8° to a suspension of 3.72 g (12.8 mmol) of 8-chloro-5-methyl-6-oxo-5,6-dihydro-4H-imidazo[1,5-a][1,4]benzodiazepine-3-carboxamide in 17 ml of dioxan and 2 ml of pyridine. The beige solution obtained was stirred at 50°-60° for 4 hrs., cooled and treated with 80 ml of water. The white crystals were filtered off under suction and dried in a high vacuum. There were obtained 3.08 g (88%) of 8-chloro-5-methyl-6-oxo-5,6-dihydro-4... Reactants: CCO, CCOC(=O)C(C(=O)OCC)c1cc(F)c(N)c(F)c1, [Na+], [OH-], O. Product: CCOC(=O)Cc1cc(F)c(N)c(F)c1. RXN SMILES: [CH3:23][CH2:24][OH:25].[NH2:1][c:2]1[c:3]([F:20])[cH:4][c:5]([CH:9]([C:10](=[O:11])[O:12][CH2:13][CH3:14])[C:15]([O:16][CH2:17][CH3:18])=[O:19])[cH:6][c:7]1[F:8].[Na+:22].[OH-:21].[OH2:26]>>[NH2:1][c:2]1[c:3]([F:20])[cH:4][c:5]([CH2:9][C:10](=[O:11])[O:12][CH2:13][CH3:14])[cH:6][c:7]1[F:8]. The reactants are ClC(Cl)(Cl)Cl, Cc1ccc2c(c1)B(O)OC2(CF)CF, O=C1CCC(=O)N1Br. The product is OB1OC(CF)(CF)c2ccc(CBr)cc21. As a reaction SMILES: [Cl:24][C:25]([Cl:26])([Cl:27])[Cl:28].[F:1][CH2:2][C:3]1([CH2:14][F:15])[c:4]2[c:5]([cH:9][c:10]([CH3:13])[cH:11][cH:12]2)[B:6]([OH:8])[O:7]1.[O:16]=[C:17]1[N:18]([Br:23])[C:19](=[O:20])[CH2:21][CH2:22]1>>[F:1][CH2:2][C:3]1([CH2:14][F:15])[c:4]2[c:5]([cH:9][c:10]([CH2:13][Br:23])[cH:11][cH:12]2)[B:6]([OH:8])[O:7]1.